This data is from the Open Reaction Database (ORD), a public repository of structured organic reaction records. The task is: describe an organic reaction: reactants, conditions, products, and yield Starting materials: [N+](=O)([O-])C=1C=C2C=C(NC2=CC1)C(=O)OCC (ethyl 5-nitro-1H-indole-2-carboxylate), FC1=C(CBr)C=CC=C1 (2-fluorobenzyl bromide). The product is FC1=C(CN2C(=CC3=CC(=CC=C23)[N+](=O)[O-])C(=O)OCC)C=CC=C1 (Ethyl 1-(2-fluorobenzyl)-5-nitro-1H-indole-2-carboxylate). Reaction SMILES: [N+:1]([C:4]1[CH:5]=[C:6]2[C:10](=[CH:11][CH:12]=1)[NH:9][C:8]([C:13]([O:15][CH2:16][CH3:17])=[O:14])=[CH:7]2)([O-:3])=[O:2].[F:18][C:19]1[CH:26]=[CH:25][CH:24]=[CH:23][C:20]=1[CH2:21]Br>>[F:18][C:19]1[CH:26]=[CH:25][CH:24]=[CH:23][C:20]=1[CH2:21][N:9]1[C:10]2[C:6](=[CH:5][C:4]([N+:1]([O-:3])=[O:2])=[CH:12][CH:11]=2)[CH:7]=[C:8]1[C:13]([O:15][CH2:16][CH3:17])=[O:14]. Procedure: The preparation is carried out as described for Example I using 940 mg (4.00 mmol) of ethyl 5-nitro-1H-indole-2-carboxylate and 780 mg (4.15 mmol) of 2-fluorobenzyl bromide, reaction time 6 h. Starting materials: O=C1N(CCC1C(=O)O)C1=CC(=CC=C1)C(F)(F)F (2-oxo-1-(3-trifluoromethyl-phenyl)-pyrrolidine-3-carboxylic acid), S(=O)(Cl)Cl (thionyl chloride), C(C)O (ethanol). Reaction conditions: temperature 57.5 celsius. The product is C(C)OC(=O)C1C(N(CC1)C1=CC(=CC=C1)C(F)(F)F)=O (2-oxo-1-(3-trifluoromethyl-phenyl)-pyrrolidine-3-carboxylic acid ethyl ester). Yield: 65.0%. As a reaction SMILES: [O:1]=[C:2]1[CH:6]([C:7]([OH:9])=[O:8])[CH2:5][CH2:4][N:3]1[C:10]1[CH:15]=[CH:14][CH:13]=[C:12]([C:16]([F:19])([F:18])[F:17])[CH:11]=1.S(Cl)(Cl)=O.[CH2:24](O)[CH3:25]>>[CH2:24]([O:8][C:7]([CH:6]1[CH2:5][CH2:4][N:3]([C:10]2[CH:15]=[CH:14][CH:13]=[C:12]([C:16]([F:17])([F:19])[F:18])[CH:11]=2)[C:2]1=[O:1])=[O:9])[CH3:25]. Procedure: A mixture of 2-oxo-1-(3-trifluoromethyl-phenyl)-pyrrolidine-3-carboxylic acid obtained in step 1 (0.7 g, 2.56 mmol), thionyl chloride (0.36 g, 3.0 mmol), and ethanol (10 ml) were heated at 55-60° C. for 2 hours. The mixture was cooled and solvent was removed. The residue was dissolved in ethyl acetate (20 ml). The organic layer was washed with sat. NaHCO3 and saturated brine solution, dried over Na2SO4 and evaporated to obtain 2-oxo-1-(3-trifluoromethyl-phenyl)-pyrrolidine-3-carboxylic acid ethy...